From a dataset of the Open Reaction Database (ORD), a public repository of structured organic reaction records. describe an organic reaction: reactants, conditions, products, and yield Starting materials: NC=1C(=CC=C2C=C(C=NC12)Cl)NC (8-amino-3-chloro-7-methylaminoquinoline), C(OCC)(OCC)OCC (triethyl orthoformate). Conditions: temperature 0 celsius. The product is CN1C=NC2=C1C=CC=1C=C(C=NC21)Cl (3-Methyl-7-chloro-3H-imidazo[4,5-h]quinoline). RXN SMILES: [NH2:1][C:2]1[C:3]([NH:13][CH3:14])=[CH:4][CH:5]=[C:6]2[C:11]=1[N:10]=[CH:9][C:8]([Cl:12])=[CH:7]2.[CH:15](OCC)(OCC)OCC>>[CH3:14][N:13]1[C:3]2[CH:4]=[CH:5][C:6]3[CH:7]=[C:8]([Cl:12])[CH:9]=[N:10][C:11]=3[C:2]=2[N:1]=[CH:15]1. Procedure details: 24.9 g (0.12 mol) of 8-amino-3-chloro-7-methylaminoquinoline and 107 g (0.72 mol) of triethyl orthoformate are heated at 100° C. for 30 min. The mixture is then cooled to 0° C., and the precipitate (32 g) is filtered off with suction. The mother liquor is concentrated under reduced pressure, and the residue is recrystallized from ethyl acetate/petroleum ether. The two solids obtained in this way are identical. Yield: 48.5 g (82%); melting point 188° to 189° C. Starting materials: [OH-].[Na+] (sodium hydroxide), FC(C=1C=C(C=CC1)O)(F)F (3-trifluoromethyl-phenol), O (water), [OH-].[Na+] (sodium hydroxide). Yields the product FC(C=1C=C(C=CC1)CCCC(=O)O)(F)F (4-(3-Trifluoromethyl-phenyl)-butyric acid). As a reaction SMILES: [OH-:1].[Na+].[F:3][C:4]([F:13])([F:12])[C:5]1[CH:6]=[C:7](O)[CH:8]=[CH:9][CH:10]=1.[OH2:14]>>[F:3][C:4]([F:13])([F:12])[C:5]1[CH:6]=[C:7]([CH2:4][CH2:5][CH2:10][C:9]([OH:14])=[O:1])[CH:8]=[CH:9][CH:10]=1 |f:0.1|. Procedure: To a solution of sodium hydroxide (4.0 g, 100 mmol) in water (50 mL) was added 3-trifluoromethyl-phenol (5.4 g, 33.4 mmol) and the mixture was refluxed for 6 hrs. The pH of the solution was kept at about 10 by adding more of aqueous sodium hydroxide. The mixture was cooled to ambient temperature and extracted with ethyl acetate. The aqueous layer was treated with 3N HCl and extracted with ethyl acetate. The combined organic layers was concentrated to obtain 2.5 g of the title compound, which was... Reactants: BrC(C(=O)C=1C=CC2=C(NC(O2)=O)C1)C (5-(2-bromopropionyl)-2-benzoxazolinone), NC1=NC=CC(=C1)C (2-amino-4-picoline). Solvent: C(C)#N (acetonitrile). Yields the product CC1=C(N=C2N1C=CC(=C2)C)C=2C=CC1=C(NC(O1)=O)C2 (5-(3,7-dimethylimidazo[1,2-a]pyridin-2-yl)-2-benzoxazolinone). The yield is 25.1%. Reaction SMILES: Br[CH:2]([CH3:15])[C:3]([C:5]1[CH:6]=[CH:7][C:8]2[O:12][C:11](=[O:13])[NH:10][C:9]=2[CH:14]=1)=O.[NH2:16][C:17]1[CH:22]=[C:21]([CH3:23])[CH:20]=[CH:19][N:18]=1>C(#N)C>[CH3:15][C:2]1[N:18]2[CH:19]=[CH:20][C:21]([CH3:23])=[CH:22][C:17]2=[N:16][C:3]=1[C:5]1[CH:6]=[CH:7][C:8]2[O:12][C:11](=[O:13])[NH:10][C:9]=2[CH:14]=1. Procedure details: A solution of 5-(2-bromopropionyl)-2-benzoxazolinone (5.4 g) and 2-amino-4-picoline (6.5 g) in acetonitrile (100 ml) was refluxed for an hour. The reaction mixture was evaporated in vacuo and the residue was poured into a suspension of water and ethyl acetate with stirring. The resultant mixture was acidified to pH 0.8 with 10% hydrochloric acid and stirred for 20 minutes at ambient temperature. The resultant precipitate was collected by filtration. The product was suspended in a mixture of wate... Reactants: Cl.NC1=CC(=C(C(=O)NCCN(CC)CC)C=C1Cl)O (4-amino-5-chloro-N-[2-(diethylamino)ethyl]-2-hydroxybenzamide hydrochloride), ClCCCOCCCCl (2-chloro-ethylmethylether), C([O-])([O-])=O.[K+].[K+] (potassium carbonate), [Br-].[Na+] (sodium bromide). The solvent is CN(C=O)C (dimethylformamide). Yields the product NC1=CC(=C(C(=O)NCCN(CC)CC)C=C1Cl)OCCOC (4-Amino-5-chloro-N-[2-(diethylamino)ethyl]-2-(2-methoxyethoxy)benzamide). Yield: 87.7%. Reaction SMILES: Cl.[NH2:2][C:3]1[C:18]([Cl:19])=[CH:17][C:6]([C:7]([NH:9][CH2:10][CH2:11][N:12]([CH2:15][CH3:16])[CH2:13][CH3:14])=[O:8])=[C:5]([OH:20])[CH:4]=1.ClC[CH2:23][CH2:24][O:25][CH2:26]CCCl.C(=O)([O-])[O-].[K+].[K+].[Br-].[Na+]>CN(C)C=O>[NH2:2][C:3]1[C:18]([Cl:19])=[CH:17][C:6]([C:7]([NH:9][CH2:10][CH2:11][N:12]([CH2:13][CH3:14])[CH2:15][CH3:16])=[O:8])=[C:5]([O:20][CH2:23][CH2:24][O:25][CH3:26])[CH:4]=1 |f:0.1,3.4.5,6.7|. Procedure details: A mixature of 4-amino-5-chloro-N-[2-(diethylamino)ethyl]-2-hydroxybenzamide hydrochloride (2.50 g, 7.76 mmoles), 2-chloro-ethylmethylether (1.47 g, 15.5 mmoles), potassium carbonate (2.14 g, 15.5 mmoles) and sodium bromide (0.80 g, 7.76 mmoles) in 40 ml of dimethylformamide (DMF) was stirred at reflux for four hours. The DMF was removed under vacuum and the residue was redissolved in methylene chloride and washed with water and dilute NaOH. The solvent was evaporated and the product was chromato... The product is FC1=CC=C(OCCCCN2CCC(CC2)NC)C=C1 (N-{1-[4-(p-Fluorophenoxy)butyl]-4-piperidyl}-N-methylamine). Solvent: CO (methanol). Procedure details: 0.05 mole of the compound obtained in stage D is refluxed for 12 hours in the presence of 570 cm3 of methanol and 340 cm3 of 5N hydrochloric acid. The methanol is evaporated and the mixture is poured into ice and then basified with sodium hydroxide. It is extracted with ether. Reactants: CN(C(C)=O)C1CCN(CC1)CCCCOC1=CC=C(C=C1)F (N-Methyl-N-{1-[4-(p-fluorophenoxy)butyl]-4-piperidyl}acetamide), Cl (hydrochloric acid). Reaction SMILES: [CH3:1][N:2]([CH:6]1[CH2:11][CH2:10][N:9]([CH2:12][CH2:13][CH2:14][CH2:15][O:16][C:17]2[CH:22]=[CH:21][C:20]([F:23])=[CH:19][CH:18]=2)[CH2:8][CH2:7]1)C(=O)C.Cl>CO>[F:23][C:20]1[CH:19]=[CH:18][C:17]([O:16][CH2:15][CH2:14][CH2:13][CH2:12][N:9]2[CH2:8][CH2:7][CH:6]([NH:2][CH3:1])[CH2:11][CH2:10]2)=[CH:22][CH:21]=1.